This data is from the Open Reaction Database (ORD), a public repository of structured organic reaction records. The task is: describe an organic reaction: reactants, conditions, products, and yield Starting materials: CCOc1ccc(F)c(OC2=CC(=O)N(C(CC(C)C)C(=O)Nc3cnc(C4COC(C)(C)O4)cn3)C2)c1F, CCOC(C)=O, Cl, C1CCOC1. Product: CCOc1ccc(F)c(OC2=CC(=O)N(C(CC(C)C)C(=O)Nc3cnc(C(O)CO)cn3)C2)c1F. RXN SMILES: [CH3:1][C:2]1([CH3:39])[O:3][CH2:4][CH:5]([c:7]2[n:8][cH:9][c:10]([NH:13][C:14]([CH:15]([CH2:16][CH:17]([CH3:18])[CH3:19])[N:20]3[C:21](=[O:37])[CH:22]=[C:23]([O:25][c:26]4[c:27]([F:36])[c:28]([O:33][CH2:34][CH3:35])[cH:29][cH:30][c:31]4[F:32])[CH2:24]3)=[O:38])[n:11][cH:12]2)[O:6]1.[CH3:46][CH2:47][O:48][C:49](=[O:50])[CH3:51].[ClH:40].[O:41]1[CH2:42][CH2:43][CH2:44][CH2:45]1>>[OH:3][CH2:4][CH:5]([OH:6])[c:7]1[n:8][cH:9][c:10]([NH:13][C:14]([CH:15]([CH2:16][CH:17]([CH3:18])[CH3:19])[N:20]2[C:21](=[O:37])[CH:22]=[C:23]([O:25][c:26]3[c:27]([F:36])[c:28]([O:33][CH2:34][CH3:35])[cH:29][cH:30][c:31]3[F:32])[CH2:24]2)=[O:38])[n:11][cH:12]1. Reactants: N1C(=NC=C1)CN1C2=C(OCC1=O)N=C(C(=C2)C2=CC=CC=C2)C2=CC=C(C=C2)C2(CCC2)N (1-((1H-imidazol-2-yl)methyl)-6-(4-(1-aminocyclobutyl)phenyl)-7-phenyl-1H-pyrido[2,3-b][1,4]oxazin-2(3H)-one), CN1C(NCC2=C1C=C(C(=N2)C2=CC=C(C=C2)C2(CCC2)NC(OC(C)(C)C)=O)C2=CC=CC=C2)=O (tert-butyl 1-(4-(1-methyl-2-oxo-7-phenyl-1,2,3,4-tetrahydropyrido[3,2-d]pyrimidin-6-yl)phenyl)cyclobutylcarbamate). The product is NC1(CCC1)C1=CC=C(C=C1)C=1C(=CC=2N(C(NCC2N1)=O)C)C1=CC=CC=C1 (6-(4-(1-aminocyclobutyl)phenyl)-1-methyl-7-phenyl-3,4-dihydropyrido[3,2-d]pyrimidin-2(1H)-one). The yield is 20.3%. As a reaction SMILES: N1C=CN=C1CN1C(=O)COC2N=C(C3C=CC(C4(N)CCC4)=CC=3)C(C3C=CC=CC=3)=CC1=2.[CH3:35][N:36]1[C:41]2[CH:42]=[C:43]([C:64]3[CH:69]=[CH:68][CH:67]=[CH:66][CH:65]=3)[C:44]([C:46]3[CH:51]=[CH:50][C:49]([C:52]4([NH:56]C(=O)OC(C)(C)C)[CH2:55][CH2:54][CH2:53]4)=[CH:48][CH:47]=3)=[N:45][C:40]=2[CH2:39][NH:38][C:37]1=[O:70]>>[NH2:56][C:52]1([C:49]2[CH:48]=[CH:47][C:46]([C:44]3[C:43]([C:64]4[CH:69]=[CH:68][CH:67]=[CH:66][CH:65]=4)=[CH:42][C:41]4[N:36]([CH3:35])[C:37](=[O:70])[NH:38][CH2:39][C:40]=4[N:45]=3)=[CH:51][CH:50]=2)[CH2:53][CH2:54][CH2:55]1. Procedure details: Following the procedure for 1-((1H-imidazol-2-yl)methyl)-6-(4-(1-aminocyclobutyl)phenyl)-7-phenyl-1H-pyrido[2,3-b][1,4]oxazin-2(3H)-one, tert-butyl 1-(4-(1-methyl-2-oxo-7-phenyl-1,2,3,4-tetrahydropyrido[3,2-d]pyrimidin-6-yl)phenyl)cyclobutylcarbamate (31 mg, 0.064 mmol) was reacted to afford the title compound (5 mg, 20%). Starting materials: CI, [Na+], O=C([O-])O, C1CCOC1, O=c1[nH]c(=S)[nH]n2c1cc1ccccc12. Product: CSc1nn2c(cc3ccccc32)c(=O)[nH]1. Reaction SMILES: [CH3:16][I:17].[Na+:22].[O-:18][C:19]([OH:20])=[O:21].[O:23]1[CH2:24][CH2:25][CH2:26][CH2:27]1.[S:1]=[c:2]1[nH:3][n:4]2[c:5]([cH:6][c:7]3[cH:8][cH:9][cH:10][cH:11][c:12]23)[c:13](=[O:15])[nH:14]1>>[S:1]([c:2]1[n:3][n:4]2[c:5]([cH:6][c:7]3[cH:8][cH:9][cH:10][cH:11][c:12]23)[c:13](=[O:15])[nH:14]1)[CH3:19].